This data is from the Open Reaction Database (ORD), a public repository of structured organic reaction records. The task is: describe an organic reaction: reactants, conditions, products, and yield Reactants: ClC1=C(C(=C(C=C1OC)OC)Cl)NC(N(C)C1=NC=NC(=C1)NC1=C(C=C(C=C1)N1CCN(CC1)CC)[N+](=O)[O-])=O (3-(2,6-dichloro-3,5-dimethoxyphenyl)-1-(6-(4-(4-ethylpiperazin-1-yl)-2-nitrophenylamino)pyrimidin-4-yl)-1-methylurea). Reagents/catalysts: [Ni] (Ni). Solvent: C1CCOC1 (THF), CO (MeOH). Conditions: time 3 hour. The product is NC1=C(C=CC(=C1)N1CCN(CC1)CC)NC1=CC(=NC=N1)N(C(=O)NC1=C(C(=CC(=C1Cl)OC)OC)Cl)C (1-(6-(2-Amino-4-(4-ethylpiperazin-1-yl)phenylamino)pyrimidin-4-yl)-3-(2,6-dichloro-3,5-dimethoxyphenyl)-1-methylurea). The yield is 89.1%. Reaction SMILES: [Cl:1][C:2]1[C:7]([O:8][CH3:9])=[CH:6][C:5]([O:10][CH3:11])=[C:4]([Cl:12])[C:3]=1[NH:13][C:14](=[O:41])[N:15]([C:17]1[CH:22]=[C:21]([NH:23][C:24]2[CH:29]=[CH:28][C:27]([N:30]3[CH2:35][CH2:34][N:33]([CH2:36][CH3:37])[CH2:32][CH2:31]3)=[CH:26][C:25]=2[N+:38]([O-])=O)[N:20]=[CH:19][N:18]=1)[CH3:16]>C1COCC1.CO.[Ni]>[NH2:38][C:25]1[CH:26]=[C:27]([N:30]2[CH2:31][CH2:32][N:33]([CH2:36][CH3:37])[CH2:34][CH2:35]2)[CH:28]=[CH:29][C:24]=1[NH:23][C:21]1[N:20]=[CH:19][N:18]=[C:17]([N:15]([CH3:16])[C:14]([NH:13][C:3]2[C:4]([Cl:12])=[C:5]([O:10][CH3:11])[CH:6]=[C:7]([O:8][CH3:9])[C:2]=2[Cl:1])=[O:41])[CH:22]=1. Reported procedure: To a solution of 3-(2,6-dichloro-3,5-dimethoxyphenyl)-1-(6-(4-(4-ethylpiperazin-1-yl)-2-nitrophenylamino)pyrimidin-4-yl)-1-methylurea (330 g, 0.546 mmol) in THF (20 mL) and MeOH (20 mL) was added Raney-Ni (suspension in water) at room temperature, the resulting mixture was stirred for 3 hours under hydrogen atmosphere (1 atm). The reaction was filtered and concentrated. The residue was washed twice with MeOH to obtain the title compound (280 mg, purity: 90%), which was used directly in the next ... The reactants are CC(C)(C)OC(=O)c1ccc(Nc2nc(NCc3ccc(OCCBr)cc3)nc(OCC(F)(F)F)n2)cc1, Cl, C1COCCO1. The product is O=C(O)c1ccc(Nc2nc(NCc3ccc(OCCBr)cc3)nc(OCC(F)(F)F)n2)cc1. As a reaction SMILES: [Br:1][CH2:2][CH2:3][O:4][c:5]1[cH:6][cH:7][c:8]([CH2:9][NH:10][c:11]2[n:12][c:13]([NH:23][c:24]3[cH:25][cH:26][c:27]([C:28](=[O:29])[O:30][C:31]([CH3:32])([CH3:33])[CH3:34])[cH:35][cH:36]3)[n:14][c:15]([O:17][CH2:18][C:19]([F:20])([F:21])[F:22])[n:16]2)[cH:37][cH:38]1.[ClH:39].[O:40]1[CH2:41][CH2:42][O:43][CH2:44][CH2:45]1>>[Br:1][CH2:2][CH2:3][O:4][c:5]1[cH:6][cH:7][c:8]([CH2:9][NH:10][c:11]2[n:12][c:13]([NH:23][c:24]3[cH:25][cH:26][c:27]([C:28](=[O:29])[OH:30])[cH:35][cH:36]3)[n:14][c:15]([O:17][CH2:18][C:19]([F:20])([F:21])[F:22])[n:16]2)[cH:37][cH:38]1. The reactants are Cl (hydrogen chloride), C1(CCC1)CN([C@@H]1CN(CC1)C(=O)OC(C)(C)C)C(C1=C(C=CC=C1)C(F)(F)F)=O (Tert-butyl (3S)-3-{(cyclobutylmethyl) [2-(trifluoromethyl) benzoyl]amino}pyrrolidine-1-carboxylate), 28, Cl (hydrogen chloride). Solvent: CCOCC (ether), O1CCOCC1 (Dioxane). Reaction conditions: time 1 hour. Yields the product Cl.C1(CCC1)CN(C(C1=C(C=CC=C1)C(F)(F)F)=O)[C@@H]1CNCC1 (N-(cyclobutylmethyl)-N-[(3S)-pyrrolidin-3-yl]-2-(trifluoromethyl)benzamide hydrochloride). The yield is 86.0%. RXN SMILES: [CH:1]1([CH2:5][N:6]([C:19](=[O:30])[C:20]2[CH:25]=[CH:24][CH:23]=[CH:22][C:21]=2[C:26]([F:29])([F:28])[F:27])[C@H:7]2[CH2:11][CH2:10][N:9](C(OC(C)(C)C)=O)[CH2:8]2)[CH2:4][CH2:3][CH2:2]1.[ClH:31]>O1CCOCC1.CCOCC>[ClH:31].[CH:1]1([CH2:5][N:6]([C@H:7]2[CH2:11][CH2:10][NH:9][CH2:8]2)[C:19](=[O:30])[C:20]2[CH:25]=[CH:24][CH:23]=[CH:22][C:21]=2[C:26]([F:29])([F:28])[F:27])[CH2:4][CH2:3][CH2:2]1 |f:4.5|. Procedure details: Tert-butyl (3S)-3-{(cyclobutylmethyl) [2-(trifluoromethyl) benzoyl]amino}pyrrolidine-1-carboxylate from preparation 28 (1.40 g, 3.3 mmol) was dissolved in 4N hydrogen chloride in Dioxane. The solution was stirred for 1 hour and the solvent removed under reduced pressure. The residue was dissolved in water and the solution washed with ether. The aqueous phase was basified by adding aqueous NaOH and extracted with ether. This ether phase was dried over Magnesium Sulfate, filtered and the solvent r... Starting materials: CNC1=NC(=CC(=N1)OC)C (2-methylamino-4-methoxy-6-methylpyrimidine), N12CCN(CC1)CC2 (1,4-diazabicyclo[2.2.2]octane), ClC1=C(C=C(C=C1)Cl)S(=O)(=O)N=C=O (2,5-dichlorobenzenesulfonyl isocyanate). Solvent: C(C)#N (acetonitrile). Conditions: time 16 hour. The product is COC1=NC(=NC(=C1)C)N(C(=O)NS(=O)(=O)C1=C(C=CC(=C1)Cl)Cl)C (N-[N-(4-methoxy-6-methylpyrimidine-2-yl)-N-methylaminocarbonyl]-2,5-dichlorobenzenesulfonamide). The yield is 57.4%. As a reaction SMILES: [CH3:1][NH:2][C:3]1[N:8]=[C:7]([O:9][CH3:10])[CH:6]=[C:5]([CH3:11])[N:4]=1.N12CCN(CC1)CC2.[Cl:20][C:21]1[CH:26]=[CH:25][C:24]([Cl:27])=[CH:23][C:22]=1[S:28]([N:31]=[C:32]=[O:33])(=[O:30])=[O:29]>C(#N)C>[CH3:10][O:9][C:7]1[CH:6]=[C:5]([CH3:11])[N:4]=[C:3]([N:2]([CH3:1])[C:32]([NH:31][S:28]([C:22]2[CH:23]=[C:24]([Cl:27])[CH:25]=[CH:26][C:21]=2[Cl:20])(=[O:29])=[O:30])=[O:33])[N:8]=1. Procedure: To a stirred mixture of 0.8 g of 2-methylamino-4-methoxy-6-methylpyrimidine in 25 ml of acetonitrile containing a few crystals of 1,4-diazabicyclo[2.2.2]octane was added dropwise 1.3 g of 2,5-dichlorobenzenesulfonyl isocyanate. The mixture was stirred for 16 hours and the resultant solid was filtered to afford 1.2 g of N-[N-(4-methoxy-6-methylpyrimidine-2-yl)-N-methylaminocarbonyl]-2,5-dichlorobenzenesulfonamide melting at 182°-185°. Infrared absorption spectrum showed peaks at 1690 cm-1, 1590 c... The reactants are CC(C)=O, CCOC(=O)Cl, [K+], [K+], O=C([O-])[O-], COc1cc(OC)c(-c2cc3ccccc3[nH]2)cc1C=CC(=O)c1ccc(S(N)(=O)=O)cc1. The product is CCOC(=O)NS(=O)(=O)c1ccc(C(=O)C=Cc2cc(-c3cc4ccccc4[nH]3)c(OC)cc2OC)cc1. Reaction SMILES: [CH3:46][C:47](=[O:48])[CH3:49].[Cl:34][C:35](=[O:36])[O:37][CH2:38][CH3:39].[K+:40].[K+:41].[O-:42][C:43]([O-:44])=[O:45].[nH:1]1[c:2](-[c:10]2[c:11]([O:32][CH3:33])[cH:12][c:13]([O:30][CH3:31])[c:14]([CH:16]=[CH:17][C:18](=[O:19])[c:20]3[cH:21][cH:22][c:23]([S:26](=[O:27])(=[O:28])[NH2:29])[cH:24][cH:25]3)[cH:15]2)[cH:3][c:4]2[cH:5][cH:6][cH:7][cH:8][c:9]12>>[nH:1]1[c:2](-[c:10]2[c:11]([O:32][CH3:33])[cH:12][c:13]([O:30][CH3:31])[c:14]([CH:16]=[CH:17][C:18](=[O:19])[c:20]3[cH:21][cH:22][c:23]([S:26](=[O:27])(=[O:28])[NH:29][C:35](=[O:36])[O:37][CH2:38][CH3:39])[cH:24][cH:25]3)[cH:15]2)[cH:3][c:4]2[cH:5][cH:6][cH:7][cH:8][c:9]12. Starting materials: C(CC)N(N1C=CC2=CC(=CC=C12)O)C1=CC=NC=C1 (1-(propyl-4-pyridinylamino)-1H-indol-5-ol), C(=O)(N1C=NC=C1)N1C=NC=C1 (1,1'-carbonyldiimidazole), ClC1=CC=C(C=C1)CN (4-chlorophenylmethylamine), C(C)(=O)O (acetic acid). The solvent is O1CCCC1 (tetrahydrofuran), O1CCCC1 (tetrahydrofuran). Conditions: time 24 hour. Yields the product ClC1=CC=C(C=C1)CNC(OC=1C=C2C=CN(C2=CC1)N(C1=CC=NC=C1)CCC)=O (1-(Propyl-4-pyridinylamino)-1H-indol-5-yl 4-chlorophenylmethylcarbamate). Isolated yield 95.9%. RXN SMILES: [CH2:1]([N:4]([C:15]1[CH:20]=[CH:19][N:18]=[CH:17][CH:16]=1)[N:5]1[C:13]2[C:8](=[CH:9][C:10]([OH:14])=[CH:11][CH:12]=2)[CH:7]=[CH:6]1)[CH2:2][CH3:3].[C:21]([N:28]1[CH:32]=[CH:31]N=C1)(N1C=CN=C1)=[O:22].C(O)(=O)C.[Cl:37][C:38]1[CH:43]=[CH:42]C(CN)=[CH:40][CH:39]=1>O1CCCC1>[Cl:37][C:38]1[CH:43]=[CH:42][C:31]([CH2:32][NH:28][C:21](=[O:22])[O:14][C:10]2[CH:9]=[C:8]3[C:13](=[CH:12][CH:11]=2)[N:5]([N:4]([CH2:1][CH2:2][CH3:3])[C:15]2[CH:20]=[CH:19][N:18]=[CH:17][CH:16]=2)[CH:6]=[CH:7]3)=[CH:40][CH:39]=1. Reported procedure: To a solution of 1-(propyl-4-pyridinylamino)-1H-indol-5-ol (2.5 g) in 60 ml of tetrahydrofuran was added 1,1'-carbonyldiimidazole (1.83 g) and this mixture was stirred for 24 hours. Then 4.5 ml of glacial acetic acid was added to the reaction mixture followed by 4-chlorophenylmethylamine (1.5 g) in 10 ml of tetrahydrofuran. This mixture was then stirred for 24 hours, quenched with water and basified with saturated sodium carbonate solution and extracted with ethyl acetate. The organic layer was ... As a reaction SMILES: [CH:1]#[C:2][CH2:3][NH:4][C:5]([NH2:7])=[O:6].[F:8][C:9]1[C:10](I)=[C:11]2[C:15](=[CH:16][CH:17]=1)[NH:14][C:13](=[O:18])/[C:12]/2=[CH:19]\[C:20]1[NH:24][CH:23]=[N:22][C:21]=1[CH3:25]>C1C=CC([P]([Pd]([P](C2C=CC=CC=2)(C2C=CC=CC=2)C2C=CC=CC=2)([P](C2C=CC=CC=2)(C2C=CC=CC=2)C2C=CC=CC=2)[P](C2C=CC=CC=2)(C2C=CC=CC=2)C2C=CC=CC=2)(C2C=CC=CC=2)C2C=CC=CC=2)=CC=1.CN(C=O)C.CCN(CC)CC>[F:8][C:9]1[C:10]([C:1]#[C:2][CH2:3][NH:4][C:5]([NH2:7])=[O:6])=[C:11]2[C:15](=[CH:16][CH:17]=1)[NH:14][C:13](=[O:18])/[C:12]/2=[CH:19]\[C:20]1[NH:24][CH:23]=[N:22][C:21]=1[CH3:25] |^1:30,32,51,70|. Solvent: CCN(CC)CC (Et3N), CN(C)C=O (DMF). The reagents and catalysts are C=1C=CC(=CC1)[P](C=2C=CC=CC2)(C=3C=CC=CC3)[Pd]([P](C=4C=CC=CC4)(C=5C=CC=CC5)C=6C=CC=CC6)([P](C=7C=CC=CC7)(C=8C=CC=CC8)C=9C=CC=CC9)[P](C=1C=CC=CC1)(C=1C=CC=CC1)C=1C=CC=CC1 ((Ph3P)4Pd). Starting materials: C#CCNC(=O)N (2-propynylurea), FC=1C(=C2/C(/C(NC2=CC1)=O)=C/C1=C(N=CN1)C)I ((Z)-1,3-dihydro-5-fluoro-4-iodo-3-[(4-methyl-1H-imidazol-5-yl)methylene]-2H-indol-2-one), FC=1C(=C2/C(/C(NC2=CC1)=O)=C/C1=C(N=CN1)C)I ((Z)-1,3-dihydro-5-fluoro-4-iodo-3-[(4-methyl-1H-imidazol-5-yl)methylene]-2H-indol-2-one). Yields the product FC=1C(=C2/C(/C(NC2=CC1)=O)=C/C1=C(N=CN1)C)C#CCNC(=O)N ((Z)-[3-[5-fluoro-2,3-dihydro-3-[(4-methyl-1H-imidazol-5-yl)methylene]-2-oxo-1H-indol-4-yl]-2-propynyl]urea). Reported procedure: Using Method C above, 2-propynylurea (50 mg, 0.51 mmol) (see below) was coupled with (Z)-1,3-dihydro-5-fluoro-4-iodo-3-[(4-methyl-1H-imidazol-5-yl)methylene]-2H-indol-2-one (Starting Material 3 supra) (75 mg, 0.203 mmol) using (Ph3P)4Pd (23.5 mg) and Cul (4 mg) as catalyst in DMF (3 mL) and Et3N (3 mL) as solvent at 80° C. for 18 h to give (Z)-[3-[5-fluoro-2,3-dihydro-3-[(4-methyl-1H-imidazol-5-yl)methylene]-2-oxo-1H-indol-4-yl]-2-propynyl]urea. (Yield 11 mg, 16%). Reactants: B, CCOC(=O)c1ccc(NC(=O)Cc2cc(Br)ccc2OCc2ccccc2)cc1, C1CCOC1, CCOCC, Cl. The product is CCOC(=O)c1ccc(NCCc2cc(Br)ccc2OCc2ccccc2)cc1. RXN SMILES: [BH3:31].[CH2:1]([c:2]1[cH:3][cH:4][cH:5][cH:6][cH:7]1)[O:8][c:9]1[c:10]([CH2:16][C:17](=[O:18])[NH:19][c:20]2[cH:21][cH:22][c:23]([C:24](=[O:25])[O:26][CH2:27][CH3:28])[cH:29][cH:30]2)[cH:11][c:12]([Br:15])[cH:13][cH:14]1.[CH2:32]1[O:33][CH2:34][CH2:35][CH2:36]1.[CH3:38][CH2:39][O:40][CH2:41][CH3:42].[ClH:37]>>[CH2:1]([c:2]1[cH:3][cH:4][cH:5][cH:6][cH:7]1)[O:8][c:9]1[c:10]([CH2:16][CH2:17][NH:19][c:20]2[cH:21][cH:22][c:23]([C:24](=[O:25])[O:26][CH2:27][CH3:28])[cH:29][cH:30]2)[cH:11][c:12]([Br:15])[cH:13][cH:14]1.